This data is from the Open Reaction Database (ORD), a public repository of structured organic reaction records. The task is: describe an organic reaction: reactants, conditions, products, and yield Starting materials: COC=1C(=C(CC=2C=CC(=C(C(=O)OC)C2)OS(=O)(=O)C(F)(F)F)C(=C(C1OC)OC)OC)C (methyl 5-(3,4,5,6-tetramethoxy-2-methylbenzyl)-2-(trifluoromethanesulfonyl)oxybenzoate), tetrakistriphenylphosphine palladium, C([O-])([O-])=O.[Na+].[Na+] (sodium carbonate), [Cl-].[Li+] (lithium chloride), B1(OCCCO1)C2=CN=CC=C2 (pyridine-3-boronic acid 1,3-propanediol cyclic ester). The solvent is C(C)(=O)OCC (ethyl acetate), C1(=CC=CC=C1)C (toluene). Conditions: temperature 95 celsius, time 16 hour. Yields the product COC=1C(=C(CC=2C=CC(=C(C(=O)OC)C2)C=2C=NC=CC2)C(=C(C1OC)OC)OC)C (Methyl 5-(3,4,5,6-tetramethoxy-2-methylbenzyl)-2-(3-pyridyl)benzoate). Yield: 97.5%. As a reaction SMILES: [CH3:1][O:2][C:3]1[C:4]([CH3:34])=[C:5]([C:25]([O:32][CH3:33])=[C:26]([O:30][CH3:31])[C:27]=1[O:28][CH3:29])[CH2:6][C:7]1[CH:8]=[CH:9][C:10](OS(C(F)(F)F)(=O)=O)=[C:11]([CH:16]=1)[C:12]([O:14][CH3:15])=[O:13].C(=O)([O-])[O-].[Na+].[Na+].[Cl-].[Li+].B1([C:49]2[CH:54]=[CH:53][CH:52]=[N:51][CH:50]=2)OCCCO1>C1(C)C=CC=CC=1.C(OCC)(=O)C>[CH3:1][O:2][C:3]1[C:4]([CH3:34])=[C:5]([C:25]([O:32][CH3:33])=[C:26]([O:30][CH3:31])[C:27]=1[O:28][CH3:29])[CH2:6][C:7]1[CH:8]=[CH:9][C:10]([C:49]2[CH:50]=[N:51][CH:52]=[CH:53][CH:54]=2)=[C:11]([CH:16]=1)[C:12]([O:14][CH3:15])=[O:13] |f:1.2.3,4.5|. Reported procedure: To a solution of methyl 5-(3,4,5,6-tetramethoxy-2-methylbenzyl)-2-(trifluoromethanesulfonyl)oxybenzoate (1.43 g, 2.8149 mmol) in toluene (32 ml) were added tetrakistriphenylphosphine palladium (98 mg, 0.0848 mmol), aqueous solution of sodium carbonate (2M aqueous solution, 3.66 ml), lithium chloride (239 mg, 5.6381 mmol) and ethanolic solution (5.9 ml) of pyridine-3-boronic acid 1,3-propanediol cyclic ester (684 mg, 4.2222 mmol) and the mixture was heated with stirring at 95° C. for 16 hours. Th... The reactants are C1CC(=O)C2=C(C3=C(C=CC(=C3C(=C2C1=O)O)O)O)O (leuco-1,4,5,8-tetrahydroxyanthraquinone), CN(C)CCCN (dimethylaminopropylamine), C(C)N (ethylamine), S(=O)([O-])S(=O)[O-].[Na+].[Na+] (sodium hydrosulfite). The solvent is CO (methanol). Reaction conditions: temperature 50 celsius. The product is CN(CCCNC1=CC=C(C=2C(C3=C(C=CC(=C3C(C12)=O)O)O)=O)NCC)C (1-[(3-Dimethylaminopropyl)amino]-4-ethylamino-5,8-dihydroxyanthraquinone). As a reaction SMILES: [CH2:1]1[C:15](=O)[C:14]2[C:5](=[C:6]([OH:20])[C:7]3[C:12]([C:13]=2[OH:17])=[C:11]([OH:18])[CH:10]=[CH:9][C:8]=3[OH:19])[C:3](=O)[CH2:2]1.[CH2:21]([NH2:23])[CH3:22].S(S([O-])=O)([O-])=O.[Na+].[Na+].[CH3:32][N:33]([CH2:35][CH2:36][CH2:37][NH2:38])[CH3:34]>CO>[CH3:32][N:33]([CH3:34])[CH2:35][CH2:36][CH2:37][NH:38][C:15]1[C:14]2[C:13](=[O:17])[C:12]3[C:7](=[C:8]([OH:19])[CH:9]=[CH:10][C:11]=3[OH:18])[C:6](=[O:20])[C:5]=2[C:3]([NH:23][CH2:21][CH3:22])=[CH:2][CH:1]=1 |f:2.3.4|. Reported procedure: A mixture of 2.74 g. of leuco-1,4,5,8-tetrahydroxyanthraquinone, 0.45 g. of ethylamine, a trace of sodium hydrosulfite and 60 ml. of aqueous methanol was stirred and warmed to 50° C. for one hour. To this was added 1.1 g. of dimethylaminopropylamine and the mixture was stirred and warmed at 50°-60° C. for 2 hours. Air was bubbled through this mixture while heating on a steambath for 6 hours. The mixture was cooled and the title product was collected.